Dataset: the Open Reaction Database (ORD), a public repository of structured organic reaction records. Task: describe an organic reaction: reactants, conditions, products, and yield Reactants: C(=O)([O-])[O-].[Na+].[Na+] (Na2CO3), FC(F)(F)[Si](C)(C)C (Trifluoromethyltrimethylsilane), ClC1=C(C=CC(=C1)OC)C(C(=O)C1=CC(=NC=C1)C)C (2-(2-chloro-4-methoxy-phenyl)-1-(2-methyl-pyridin-4-yl)-propan-1-one), O.O.O.[F-].C(CCC)[N+](CCCC)(CCCC)CCCC (tetrabutylammonium fluoride trihydrate). Solvent: C1CCOC1 (THF). Run at time 2 hour. Yields the product ClC1=C(C=CC(=C1)OC)C(C(C(F)(F)F)(O)C1=CC(=NC=C1)C)C (3-(2-Chloro-4-methoxy-phenyl)-1,1,1-trifluoro-2-(2-methyl-pyridin-4-yl)-butan-2-ol). Isolated yield 80.0%. As a reaction SMILES: [F:1][C:2]([Si](C)(C)C)([F:4])[F:3].[Cl:9][C:10]1[CH:15]=[C:14]([O:16][CH3:17])[CH:13]=[CH:12][C:11]=1[CH:18]([CH3:28])[C:19]([C:21]1[CH:26]=[CH:25][N:24]=[C:23]([CH3:27])[CH:22]=1)=[O:20].O.O.O.[F-].C([N+](CCCC)(CCCC)CCCC)CCC.C([O-])([O-])=O.[Na+].[Na+]>C1COCC1>[Cl:9][C:10]1[CH:15]=[C:14]([O:16][CH3:17])[CH:13]=[CH:12][C:11]=1[CH:18]([CH3:28])[C:19]([C:21]1[CH:26]=[CH:25][N:24]=[C:23]([CH3:27])[CH:22]=1)([OH:20])[C:2]([F:4])([F:3])[F:1] |f:2.3.4.5.6,7.8.9|. Procedure details: Trifluoromethyltrimethylsilane (2M in THF, 25.80 mL) was added at 0° C. to a solution of 2-(2-chloro-4-methoxy-phenyl)-1-(2-methyl-pyridin-4-yl)-propan-1-one (5.98 g) in THF (100 mL) followed by the addition of tetrabutylammonium fluoride trihydrate (1.32 g). Stirring was continued for 2 hours at r.t. The reaction mixture was cooled, poured into ice and basified with sat. Na2CO3. The aqueous phase was then extracted with ethyl acetate and the organic layer was washed with brine, dried over Na2SO...